From a dataset of the Open Reaction Database (ORD), a public repository of structured organic reaction records. describe an organic reaction: reactants, conditions, products, and yield The product is COc1ccc(C(=O)c2ccc(C(=O)O)cc2)cc1OC. RXN SMILES: [CH3:1][O:2][c:3]1[cH:4][c:5]([C:6](=[O:7])[c:8]2[cH:9][cH:10][c:11]([C:12](=[O:13])[O:14][CH3:15])[cH:16][cH:17]2)[cH:18][cH:19][c:20]1[O:21][CH3:22].[CH3:25][CH2:26][OH:27].[Na+:24].[OH-:23]>>[CH3:1][O:2][c:3]1[cH:4][c:5]([C:6](=[O:7])[c:8]2[cH:9][cH:10][c:11]([C:12](=[O:13])[OH:14])[cH:16][cH:17]2)[cH:18][cH:19][c:20]1[O:21][CH3:22]. The reactants are COC(=O)c1ccc(C(=O)c2ccc(OC)c(OC)c2)cc1, CCO, [Na+], [OH-]. Reactants: CCOc1cc(C(C)(C)C)ncc1C1=NC(C)(c2ccc(Cl)cc2)C(C)(c2ccc(Cl)cc2)N1C(=O)N1CCNCC1, CSCCC(=O)O, CN(C)C=O, CCN(C(C)C)C(C)C, On1nnc2ccccc21. Yields the product CCOc1cc(C(C)(C)C)ncc1C1=NC(C)(c2ccc(Cl)cc2)C(C)(c2ccc(Cl)cc2)N1C(=O)N1CCN(C(=O)CCSC)CC1. Reaction SMILES: [C:27]([CH3:28])([CH3:29])([CH3:30])[c:31]1[cH:32][c:33]([O:66][CH2:67][CH3:68])[c:34]([C:37]2=[N:41][C:40]([CH3:42])([c:43]3[cH:44][cH:45][c:46]([Cl:49])[cH:47][cH:48]3)[C:39]([CH3:50])([c:51]3[cH:52][cH:53][c:54]([Cl:57])[cH:55][cH:56]3)[N:38]2[C:58](=[O:59])[N:60]2[CH2:61][CH2:62][NH:63][CH2:64][CH2:65]2)[cH:35][n:36]1.[CH3:1][S:2][CH2:3][CH2:4][C:5]([OH:6])=[O:7].[CH3:69][N:70]([CH3:71])[CH:72]=[O:73].[CH:18]([N:19]([CH:20]([CH3:21])[CH3:22])[CH2:23][CH3:24])([CH3:25])[CH3:26].[OH:8][n:9]1[c:10]2[cH:11][cH:12][cH:13][cH:14][c:15]2[n:16][n:17]1>>[CH3:1][S:2][CH2:3][CH2:4][C:5](=[O:7])[N:63]1[CH2:62][CH2:61][N:60]([C:58]([N:38]2[C:37]([c:34]3[c:33]([O:66][CH2:67][CH3:68])[cH:32][c:31]([C:27]([CH3:28])([CH3:29])[CH3:30])[n:36][cH:35]3)=[N:41][C:40]([CH3:42])([c:43]3[cH:44][cH:45][c:46]([Cl:49])[cH:47][cH:48]3)[C:39]2([CH3:50])[c:51]2[cH:52][cH:53][c:54]([Cl:57])[cH:55][cH:56]2)=[O:59])[CH2:65][CH2:64]1. Reactants: CC1(C(NC2=CC(=CC=C12)C(=O)NC1=CC=CC=C1)=O)C (2,3-Dihydro-3,3-dimethyl-N-phenyl-2-oxo-(1H)-indole-6-carboxamide), CN(C=O)C (dimethylformamide), CI (methyl iodide), C([O-])([O-])=O.[K+].[K+] (potassium carbonate). The solvent is O (water). Yields the product CN1C(C(C2=CC=C(C=C12)C(=O)NC1=CC=CC=C1)(C)C)=O (2,3-Dihydro-1,3,3-trimethyl-N-phenyl-2-oxo-(1H)-indole-6-carboxamide). As a reaction SMILES: [CH3:1][C:2]1([CH3:21])[C:10]2[C:5](=[CH:6][C:7]([C:11]([NH:13][C:14]3[CH:19]=[CH:18][CH:17]=[CH:16][CH:15]=3)=[O:12])=[CH:8][CH:9]=2)[NH:4][C:3]1=[O:20].CI.[C:24](=O)([O-])[O-].[K+].[K+].CN(C)C=O>O>[CH3:24][N:4]1[C:5]2[C:10](=[CH:9][CH:8]=[C:7]([C:11]([NH:13][C:14]3[CH:15]=[CH:16][CH:17]=[CH:18][CH:19]=3)=[O:12])[CH:6]=2)[C:2]([CH3:21])([CH3:1])[C:3]1=[O:20] |f:2.3.4|. Reported procedure: 2.8 g. (10 mmol) 2,3-Dihydro-3,3-dimethyl-N-phenyl-2-oxo-(1H)-indole-6-carboxamide, 2.8 g. (20 mmol) methyl iodide and 2.5 g. (20 mmol) potassium carbonate were stirred in 50 ml. dimethylformamide for 3 hours at 70° C. After cooling, the reaction mixture was mixed with water, decanted and again mixed with water. The residue was purified by column chromatography (RP-18, methanol:water:ammonium hydroxide 80:20:1 v/v/v). Pure fractions were evaporated until the commencement of crystallisation, subs... Starting materials: COC1=CC=C(C=2C(CCC(C12)(C)C)(C)C)OC (1,4-dimethoxy-5,5,8,8-tetramethyl-5,6,7,8-tetrahydro naphthalene), AgO(II), [N+](=O)(O)[O-] (HNO3). Reagents/catalysts: [Ag]=O (silver oxide). Run in O1CCOCC1 (dioxane). The product is CC1(C=2C(C=CC(C2C(CC1)(C)C)=O)=O)C (5,5,8,8-tetramethyl-5,6,7,8-tetrahydro-1,4-naphthoquinone). As a reaction SMILES: C[O:2][C:3]1[C:12]2[C:11]([CH3:14])([CH3:13])[CH2:10][CH2:9][C:8]([CH3:16])([CH3:15])[C:7]=2[C:6]([O:17]C)=[CH:5][CH:4]=1.[N+]([O-])(O)=O>O1CCOCC1.[Ag]=O>[CH3:13][C:11]1([CH3:14])[CH2:10][CH2:9][C:8]([CH3:15])([CH3:16])[C:7]2[C:6](=[O:17])[CH:5]=[CH:4][C:3](=[O:2])[C:12]1=2. Procedure details: To a solution of 17.42 g (0.07 mole) of 1,4-dimethoxy-5,5,8,8-tetramethyl-5,6,7,8-tetrahydro naphthalene, obtained in Example VIa, in 340 cm3 of dioxane, cooled to +5° C., there are added, with stirring, 34.7 g (0.28 mole) of silver oxide, AgO(II), then rapidly drop-by-drop, 70 cm3 (0.42 mole) of 6N HNO3. Starting materials: CCOC(=O)Cn1ccc2ccc(O)cc21, CCCCP(CCCC)CCCC, OCc1ccc(-c2ccc(OC(F)(F)F)cc2)nc1C(F)(F)F, C1CCOC1. The product is CCOC(=O)Cn1ccc2ccc(OCc3ccc(-c4ccc(OC(F)(F)F)cc4)nc3C(F)(F)F)cc21. As a reaction SMILES: [CH2:1]([CH3:2])[O:3][C:4]([CH2:5][n:6]1[cH:7][cH:8][c:9]2[cH:10][cH:11][c:12]([OH:15])[cH:13][c:14]12)=[O:16].[CH2:40]([P:41]([CH2:42][CH2:43][CH2:44][CH3:45])[CH2:46][CH2:47][CH2:48][CH3:49])[CH2:50][CH2:51][CH3:52].[F:17][C:18]([O:19][c:20]1[cH:21][cH:22][c:23](-[c:26]2[cH:27][cH:28][c:29]([CH2:36][OH:37])[c:30]([C:32]([F:33])([F:34])[F:35])[n:31]2)[cH:24][cH:25]1)([F:38])[F:39].[O:53]1[CH2:54][CH2:55][CH2:56][CH2:57]1>>[CH2:1]([CH3:2])[O:3][C:4]([CH2:5][n:6]1[cH:7][cH:8][c:9]2[cH:10][cH:11][c:12]([O:15][CH2:36][c:29]3[cH:28][cH:27][c:26](-[c:23]4[cH:22][cH:21][c:20]([O:19][C:18]([F:17])([F:38])[F:39])[cH:25][cH:24]4)[n:31][c:30]3[C:32]([F:33])([F:34])[F:35])[cH:13][c:14]12)=[O:16].